Task: describe an organic reaction: reactants, conditions, products, and yield. Dataset: the Open Reaction Database (ORD), a public repository of structured organic reaction records Starting materials: NC=1C=CC2=C(CCNO2)C1 (6-amino-2,3-dihydrobenzoxazine), C[Al](C)C (trimethylaluminum), FC=1C=C2C=C(N(C2=CC1)CC1=CC(=CC=C1)F)C(=O)OCC (ethyl 5-fluoro-1-[(3-fluorophenyl)methyl]-1H-indole-2-carboxylate). The product is O1NCCC2=C1C=CC(=C2)NC(=O)C=2N(C1=CC=C(C=C1C2)F)CC2=CC(=CC=C2)F (N-(2,3-dihydrobenzoxazin-6-yl)-5-fluoro-1-[(3-fluorophenyl)methyl]-1H-indole-2-carboxamide). The yield is 29.2%. As a reaction SMILES: [NH2:1][C:2]1[CH:3]=[CH:4][C:5]2[O:10][NH:9][CH2:8][CH2:7][C:6]=2[CH:11]=1.C[Al](C)C.[F:16][C:17]1[CH:18]=[C:19]2[C:23](=[CH:24][CH:25]=1)[N:22]([CH2:26][C:27]1[CH:32]=[CH:31][CH:30]=[C:29]([F:33])[CH:28]=1)[C:21]([C:34](OCC)=[O:35])=[CH:20]2>>[O:10]1[C:5]2[CH:4]=[CH:3][C:2]([NH:1][C:34]([C:21]3[N:22]([CH2:26][C:27]4[CH:32]=[CH:31][CH:30]=[C:29]([F:33])[CH:28]=4)[C:23]4[C:19]([CH:20]=3)=[CH:18][C:17]([F:16])=[CH:25][CH:24]=4)=[O:35])=[CH:11][C:6]=2[CH2:7][CH2:8][NH:9]1. Procedure details: The process is performed according to the method described in Example 6, starting with 0.090 g of 6-amino-2,3-dihydrobenzoxazine (WO 2003/049702), 0.5 ml of trimethylaluminum (2M in toluene) and 0.157 g of ethyl 5-fluoro-1-[(3-fluorophenyl)methyl]-1H-indole-2-carboxylate, obtained in step 1.1 of Example 1. 0.061 g of product is obtained. Product: C(\C=C\C(=O)O)(=O)O.C1N(CCC2=C1OC1=C2C=CC=C1)CCC1=C(N=C2N(C1=O)C=CC=C2)C (3-[2-(3,4-dihydro-benzofuro[2,3-c]pyridin-2(1H)-yl)ethyl]-2-methyl-4H-pyrido[1,2-a]pyrimidin-4-one (E)-2-butenedioate). RXN SMILES: Cl.[CH2:2]1[C:7]2[O:8][C:9]3[CH:14]=[CH:13][CH:12]=[CH:11][C:10]=3[C:6]=2[CH2:5][CH2:4][NH:3]1.Cl[CH2:16][CH2:17][C:18]1[C:23](=[O:24])[N:22]2[CH:25]=[CH:26][CH:27]=[CH:28][C:21]2=[N:20][C:19]=1[CH3:29].[C:30]([O-:33])([O-:32])=O.[Na+].[Na+]>CC(=O)CC>[C:7]([OH:24])(=[O:8])/[CH:6]=[CH:10]/[C:30]([OH:33])=[O:32].[CH2:2]1[C:7]2[O:8][C:9]3[CH:14]=[CH:13][CH:12]=[CH:11][C:10]=3[C:6]=2[CH2:5][CH2:4][N:3]1[CH2:16][CH2:17][C:18]1[C:23](=[O:24])[N:22]2[CH:25]=[CH:26][CH:27]=[CH:28][C:21]2=[N:20][C:19]=1[CH3:29] |f:0.1,3.4.5,7.8|. The yield is 120.2%. Procedure details: A mixture of 1,2,3,4-tetrahydro-benzofuro[2,3-c]pyridine hydrochloride (1:1) (0.007 mol), 3-(2-chloroethyl)-2-methyl-4H-pyrido[1,2-a]pyrimidin-4-one(0.012 mol), Na2CO3 (0.015 mol) and KI (catalytic quantity) in 2-butanone (100 ml) was stirred and refluxed overnight. The reaction mixture was filtered hot and the filtrate was evaporated. The residue was purified by column chromatography over silica gel (eluent: CH2Cl2/(CH3OH/NH3) from 98/2 to 97/3). The purest fractions were collected and the solv... Reactants: Cl.C1NCCC2=C1OC1=C2C=CC=C1 (1,2,3,4-tetrahydro-benzofuro[2,3-c]pyridine hydrochloride), ClCCC1=C(N=C2N(C1=O)C=CC=C2)C (3-(2-chloroethyl)-2-methyl-4H-pyrido[1,2-a]pyrimidin-4-one), C(=O)([O-])[O-].[Na+].[Na+] (Na2CO3). The solvent is CC(CC)=O (2-butanone). Reactants: O=[N+]([O-])c1cnc(Br)s1, O=C([O-])O, CNc1ccc(O)cc1, [K+], O. Yields the product CN(c1ccc(O)cc1)c1ncc([N+](=O)[O-])s1. As a reaction SMILES: [Br:1][c:2]1[s:3][c:4]([N+:7](=[O:8])[O-:9])[cH:5][n:6]1.[C:19](=[O:20])([O-:21])[OH:22].[CH3:10][NH:11][c:12]1[cH:13][cH:14][c:15]([OH:18])[cH:16][cH:17]1.[K+:23].[OH2:24]>>[c:2]1([N:11]([CH3:10])[c:12]2[cH:13][cH:14][c:15]([OH:18])[cH:16][cH:17]2)[s:3][c:4]([N+:7](=[O:8])[O-:9])[cH:5][n:6]1. Reactants: CCCCCOC(=O)C(C)Br, CS(C)=O, [Ca+2], [OH-], [OH-], Oc1ccc(O)cc1. Yields the product CCCCCOC(=O)C(C)Oc1ccc(O)cc1. Reaction SMILES: [Br:12][CH:13]([C:14](=[O:15])[O:16][CH2:17][CH2:18][CH2:19][CH2:20][CH3:21])[CH3:22].[CH3:23][S:24]([CH3:25])=[O:26].[Ca+2:10].[OH-:11].[OH-:9].[OH:1][c:2]1[cH:3][cH:4][c:5]([OH:6])[cH:7][cH:8]1>>[OH:1][c:2]1[cH:3][cH:4][c:5]([O:6][CH:13]([C:14](=[O:15])[O:16][CH2:17][CH2:18][CH2:19][CH2:20][CH3:21])[CH3:22])[cH:7][cH:8]1. The reactants are CN1CCCC2CN(Cc3ccccc3)CC21, CO. Yields the product CN1CCCC2CNCC21. RXN SMILES: [CH2:1]([c:2]1[cH:3][cH:4][cH:5][cH:6][cH:7]1)[N:8]1[CH2:9][CH:10]2[N:11]([CH3:17])[CH2:12][CH2:13][CH2:14][CH:15]2[CH2:16]1.[CH3:18][OH:19]>>[NH:8]1[CH2:9][CH:10]2[N:11]([CH3:17])[CH2:12][CH2:13][CH2:14][CH:15]2[CH2:16]1. Starting materials: O=C=NCc1ccccc1, CCN(C(C)C)C(C)C, ClCCl, FC(F)(F)c1ccc(C2NCCc3ccccc32)cc1. As a reaction SMILES: [CH2:30]([c:31]1[cH:32][cH:33][cH:34][cH:35][cH:36]1)[N:37]=[C:38]=[O:39].[CH:21]([N:22]([CH2:23][CH3:24])[CH:25]([CH3:26])[CH3:27])([CH3:28])[CH3:29].[Cl:40][CH2:41][Cl:42].[F:1][C:2]([c:3]1[cH:4][cH:5][c:6]([CH:9]2[NH:10][CH2:11][CH2:12][c:13]3[cH:14][cH:15][cH:16][cH:17][c:18]32)[cH:7][cH:8]1)([F:19])[F:20]>>[F:1][C:2]([c:3]1[cH:4][cH:5][c:6]([CH:9]2[N:10]([C:38]([NH:37][CH2:30][c:31]3[cH:32][cH:33][cH:34][cH:35][cH:36]3)=[O:39])[CH2:11][CH2:12][c:13]3[cH:14][cH:15][cH:16][cH:17][c:18]32)[cH:7][cH:8]1)([F:19])[F:20]. Yields the product O=C(NCc1ccccc1)N1CCc2ccccc2C1c1ccc(C(F)(F)F)cc1.